describe an organic reaction: reactants, conditions, products, and yield From a dataset of the Open Reaction Database (ORD), a public repository of structured organic reaction records. Reaction SMILES: [CH2:19]([N+:20]([CH2:21][CH2:22][CH2:23][CH3:24])([CH2:25][CH2:26][CH2:27][CH3:28])[CH2:29][CH2:30][CH2:31][CH3:32])[CH2:33][CH2:34][CH3:35].[CH:4]([CH:5]([CH3:6])[CH3:7])=[O:8].[F:9][c:10]1[cH:11][cH:12][c:13]([CH2:14][Cl:15])[cH:16][cH:17]1.[I-:18].[Na+:2].[OH-:1].[OH2:3].[cH:36]1[cH:37][cH:38][cH:39][cH:40][cH:41]1>>[CH:4]([C:5]([CH3:6])([CH3:7])[CH2:14][c:13]1[cH:12][cH:11][c:10]([F:9])[cH:17][cH:16]1)=[O:8]. The reactants are CCCC[N+](CCCC)(CCCC)CCCC, CC(C)C=O, Fc1ccc(CCl)cc1, [I-], [Na+], [OH-], O, c1ccccc1. Product: CC(C)(C=O)Cc1ccc(F)cc1. Reactants: CS(=O)(=O)O.N(C(=N)N)C=1C=C(C(=O)O)C=CC1 (m-guanidinobenzoic acid methanesulfonate), C1CCC(CC1)N=C=NC2CCCCC2 (DCC), CS(=O)(=O)OC1=CC2=CC=C(C=C2C=C1)C(N)=N (6-amidino-2-naphthol methanesulfonate). The solvent is N1=CC=CC=C1 (pyridine). The product is CS(=O)(=O)O.CS(=O)(=O)O.N(C(=N)N)C=1C=C(C(=O)OC2=CC3=CC=C(C=C3C=C2)C(N)=N)C=CC1 (6-amidino-2-naphthyl 3-guanidinobenzoate dimethanesulfonate). Isolated yield 34.7%. Reaction SMILES: [CH3:1][S:2]([OH:5])(=[O:4])=[O:3].[NH:6]([C:10]1[CH:11]=[C:12]([CH:16]=[CH:17][CH:18]=1)[C:13]([OH:15])=[O:14])[C:7]([NH2:9])=[NH:8].C1CCC(N=C=NC2CCCCC2)CC1.[CH3:34][S:35]([O:38][C:39]1[CH:48]=[CH:47][C:46]2[C:41](=[CH:42][CH:43]=[C:44]([C:49](=[NH:51])[NH2:50])[CH:45]=2)[CH:40]=1)(=[O:37])=[O:36]>N1C=CC=CC=1>[CH3:1][S:2]([OH:5])(=[O:4])=[O:3].[CH3:34][S:35]([OH:38])(=[O:37])=[O:36].[NH:6]([C:10]1[CH:11]=[C:12]([CH:16]=[CH:17][CH:18]=1)[C:13]([O:15][C:39]1[CH:48]=[CH:47][C:46]2[C:41](=[CH:42][CH:43]=[C:44]([C:49](=[NH:50])[NH2:51])[CH:45]=2)[CH:40]=1)=[O:14])[C:7]([NH2:9])=[NH:8] |f:0.1,5.6.7|. Procedure: To a solution of 4.7 g of m-guanidinobenzoic acid methanesulfonate in 50 ml of anhydrous pyridine, was added 4.4 g of DCC. To the mixture, while being cooled in ice and stirred, was added 5.0 g of 6-amidino-2-naphthol methanesulfonate. After having been stirred for 24 hours, the reaction mixture was freed from the insolubles by filtration and the filtrate was mixed with ether. The oily substance which was formed was crystallized by adding ethyl acetate. Recrystallization from a mixture of methan...